From a dataset of the Open Reaction Database (ORD), a public repository of structured organic reaction records. describe an organic reaction: reactants, conditions, products, and yield Starting materials: FC(C(=O)O)(F)F (Trifluoroacetic acid), C(C)(C)(C)OC(=O)N1CCC(CC1)N1N=CC(=C1)C=1C(=C2CC[C@@H](N(C2=CC1)C(=O)OC)C)OC1=C(C=C(C=C1)Cl)C#N ((S)-methyl 6-(1-(1-(tert-butoxycarbonyl)piperidin-4-yl)-1H-pyrazol-4-yl)-5-(4-chloro-2-cyanophenoxy)-2-methyl-3,4-dihydroquinoline-1(2H)-carboxylate). The solvent is ClCCl (dichloromethane). Run at time 1.5 hour. Yields the product ClC1=CC(=C(OC2=C3CC[C@@H](N(C3=CC=C2C=2C=NN(C2)C2CCNCC2)C(=O)OC)C)C=C1)C#N ((S)-methyl 5-(4-chloro-2-cyanophenoxy)-2-methyl-6-(1-(piperidin-4-yl)-1H-pyrazol-4-yl)-3,4-dihydroquinoline-1(2H)-carboxylate). Isolated yield 86.2%. Reaction SMILES: FC(F)(F)C(O)=O.C(OC([N:15]1[CH2:20][CH2:19][CH:18]([N:21]2[CH:25]=[C:24]([C:26]3[C:27]([O:41][C:42]4[CH:47]=[CH:46][C:45]([Cl:48])=[CH:44][C:43]=4[C:49]#[N:50])=[C:28]4[C:33](=[CH:34][CH:35]=3)[N:32]([C:36]([O:38][CH3:39])=[O:37])[C@@H:31]([CH3:40])[CH2:30][CH2:29]4)[CH:23]=[N:22]2)[CH2:17][CH2:16]1)=O)(C)(C)C>ClCCl>[Cl:48][C:45]1[CH:46]=[CH:47][C:42]([O:41][C:27]2[C:26]([C:24]3[CH:23]=[N:22][N:21]([CH:18]4[CH2:19][CH2:20][NH:15][CH2:16][CH2:17]4)[CH:25]=3)=[CH:35][CH:34]=[C:33]3[C:28]=2[CH2:29][CH2:30][C@H:31]([CH3:40])[N:32]3[C:36]([O:38][CH3:39])=[O:37])=[C:43]([C:49]#[N:50])[CH:44]=1. Procedure details: Trifluoroacetic acid (0.5 mL, 6.49 mmol) was added to a solution of (S)-methyl 6-(1-(1-(tert-butoxycarbonyl)piperidin-4-yl)-1H-pyrazol-4-yl)-5-(4-chloro-2-cyanophenoxy)-2-methyl-3,4-dihydroquinoline-1(2H)-carboxylate (0.057 g, 0.094 mmol) in dichloromethane (2.0 mL) and the reaction mixture stirred at rt for 1.5 h. The reaction mixture was concentrated and the residue was partitioned between dichloromethane and saturated aqueous sodium bicarbonate solution. The organic phase was separated, dried... The reactants are C[O-].[K+] (potassium methoxide), BrC1=CC(=C(C#N)C=C1)F (4-Bromo-2-fluorobenzonitrile). Solvent: O1CCCC1 (tetrahydrofuran), O1CCCC1 (tetrahydrofuran). Run at time 1 hour. The product is BrC1=CC(=C(C#N)C=C1)OC (4-bromo-2-methoxybenzonitrile). The yield is 92.6%. As a reaction SMILES: [CH3:1][O-:2].[K+].[Br:4][C:5]1[CH:12]=[CH:11][C:8]([C:9]#[N:10])=[C:7](F)[CH:6]=1>O1CCCC1>[Br:4][C:5]1[CH:12]=[CH:11][C:8]([C:9]#[N:10])=[C:7]([O:2][CH3:1])[CH:6]=1 |f:0.1|. Procedure details: A suspension of potassium methoxide (4.24 g, 60.0 mmol) in tetrahydrofuran (40 mL) was added in portions to a solution of 4-Bromo-2-fluorobenzonitrile (8.0 g, 40.0 mmol) in tetrahydrofuran (50 mL) at −50° C. After one hour, the dry ice bath was removed and the reaction mixture was allowed to warm up to room temperature and stirred at room temperature for 6 hours. The reaction mixture was poured onto water (250 mL) and the solid was collected by filtration to give 4-bromo-2-methoxybenzonitrile (7... The reactants are O=C1OCCC1Br, O=C([O-])[O-], CC(C)=O, CC(Oc1ccc(Oc2nc3ccc(Cl)cc3s2)cc1)C(=O)O, [K+], [K+]. Product: CC(Oc1ccc(Oc2nc3ccc(Cl)cc3s2)cc1)C(=O)OC1CCOC1=O. As a reaction SMILES: [Br:30][CH:31]1[C:32](=[O:33])[O:34][CH2:35][CH2:36]1.[C:24](=[O:25])([O-:26])[O-:27].[CH3:37][C:38](=[O:39])[CH3:40].[Cl:1][c:2]1[cH:3][c:4]2[c:5]([n:6][c:7]([O:9][c:10]3[cH:11][cH:12][c:13]([O:14][CH:15]([C:16](=[O:17])[OH:18])[CH3:19])[cH:20][cH:21]3)[s:8]2)[cH:22][cH:23]1.[K+:28].[K+:29]>>[Cl:1][c:2]1[cH:3][c:4]2[c:5]([n:6][c:7]([O:9][c:10]3[cH:11][cH:12][c:13]([O:14][CH:15]([C:16](=[O:17])[O:18][CH:31]4[C:32](=[O:33])[O:34][CH2:35][CH2:36]4)[CH3:19])[cH:20][cH:21]3)[s:8]2)[cH:22][cH:23]1. Reactants: C=CCCCC(CCC)CCC, ClCCl, O=C(OO)c1cccc(Cl)c1. The product is CCCC(CCC)CCCC1CO1. As a reaction SMILES: [CH2:1]([CH2:2][CH3:3])[CH:4]([CH2:5][CH2:6][CH2:7][CH:8]=[CH2:9])[CH2:10][CH2:11][CH3:12].[Cl:24][CH2:25][Cl:26].[OH:13][O:14][C:15]([c:16]1[cH:17][c:18]([Cl:19])[cH:20][cH:21][cH:22]1)=[O:23]>>[CH2:1]([CH2:2][CH3:3])[CH:4]([CH2:5][CH2:6][CH2:7][CH:8]1[CH2:9][O:13]1)[CH2:10][CH2:11][CH3:12]. The reactants are Cl.ClC1=C(C=CC=C1)CNCCC=1SC=CC1 (N-[(2-chlorophenyl-methyl)]-2-(2-thienyl)ethylamine HCl), O1COCC1 (1,3-dioxolane). Run at time 5 hour. The product is C=1C=CC(=C(C1)CN2CCC3=C(C=CS3)C2)Cl.Cl (Ticlopidine HCl). Yield: 95.0%. RXN SMILES: [ClH:1].[Cl:2][C:3]1[CH:8]=[CH:7][CH:6]=[CH:5][C:4]=1[CH2:9][NH:10][CH2:11][CH2:12][C:13]1[S:14][CH:15]=[CH:16][CH:17]=1.O1CCO[CH2:19]1>>[CH:6]1[CH:7]=[CH:8][C:3]([Cl:2])=[C:4]([CH2:9][N:10]2[CH2:19][C:17]3[CH:16]=[CH:15][S:14][C:13]=3[CH2:12][CH2:11]2)[CH:5]=1.[ClH:1] |f:0.1,3.4|. Reported procedure: N-[(2-chlorophenyl-methyl)]-2-(2-thienyl)ethylamine HCl (28.8 g) is suspended in 75 ml of 1,3-dioxolane. Hydrochloric acid at 37% concentration (0.25 ml) is added and the temperature of the reaction mixture is brought to 80° C. for 5 hours. Thereafter the reaction is complete. The mixture is cooled to room temperature, and the compound precipitates out. To complete the precipitation and simplify filtration, 75 ml of ethyl acetate is added to the reaction mixture. The filter cake is washed with e... The reactants are CSC, O=C1CCC(=O)N1Cl, ClCCl, CC(=CCO)c1cccc(C#N)c1. Yields the product CC(=CCCl)c1cccc(C#N)c1. RXN SMILES: [CH3:9][S:10][CH3:11].[Cl:1][N:2]1[C:3](=[O:4])[CH2:5][CH2:6][C:7]1=[O:8].[Cl:25][CH2:26][Cl:27].[OH:12][CH2:13][CH:14]=[C:15]([CH3:16])[c:17]1[cH:18][c:19]([C:20]#[N:21])[cH:22][cH:23][cH:24]1>>[Cl:1][CH2:13][CH:14]=[C:15]([CH3:16])[c:17]1[cH:18][c:19]([C:20]#[N:21])[cH:22][cH:23][cH:24]1. Reactants: C(#N)C1=C(N=C(N(C1=O)CC(=O)OC)C)SC (methyl 5-cyano-1,6-dihydro-2-methyl-4-(methylthio)-6-oxo-1-pyrimidineacetate), [OH-].[Na+] (NaOH). Solvent: CO (methanol). Run at temperature 30 celsius. The product is C(#N)C1=C(N=C(N(C1=O)CC(=O)O)C)SC (5-cyano-1,6-dihydro-2-methyl-4-(methylthio)-6-oxo-1-pyrimidineacetic Acid). Yield: 69.7%. As a reaction SMILES: [C:1]([C:3]1[C:8](=[O:9])[N:7]([CH2:10][C:11]([O:13]C)=[O:12])[C:6]([CH3:15])=[N:5][C:4]=1[S:16][CH3:17])#[N:2].[OH-].[Na+]>CO>[C:1]([C:3]1[C:8](=[O:9])[N:7]([CH2:10][C:11]([OH:13])=[O:12])[C:6]([CH3:15])=[N:5][C:4]=1[S:16][CH3:17])#[N:2] |f:1.2|. Reported procedure: To a suspension of methyl 5-cyano-1,6-dihydro-2-methyl-4-(methylthio)-6-oxo-1-pyrimidineacetate (2.3 g, 9.0 mmol) in methanol (6 mL) was added 3 N NaOH (3.3 mL, 9.9 mmol). The mixture was warmed to 30° C. for 1.5 hours, then concentrated to remove the methanol. The residue was dissolved in water (20 mL) and neutralized with 3 NHCl (3.3 mL, 9.9 mmol). The resulting precipitate was collected by filtration, and recrystallized from methanol/ether/hexane (twice) to yield pure product (1.5 g, 35%) m.p...